This data is from the Open Reaction Database (ORD), a public repository of structured organic reaction records. The task is: describe an organic reaction: reactants, conditions, products, and yield The reactants are CCOC(=O)CC1OB(O)c2cc(O)cc(C)c21, COC(=O)c1cnc(Cl)cn1, Cl, [H-], [Na+], CN(C)C=O. The product is CCOC(=O)CC1OB(O)c2cc(Oc3cnc(C(=O)OC)cn3)cc(C)c21. As a reaction SMILES: [CH2:1]([CH3:2])[O:3][C:4]([CH2:5][CH:6]1[c:7]2[c:8]([cH:12][c:13]([OH:17])[cH:14][c:15]2[CH3:16])[B:9]([OH:11])[O:10]1)=[O:18].[Cl:19][c:20]1[n:21][cH:22][c:23]([C:26](=[O:27])[O:28][CH3:29])[n:24][cH:25]1.[ClH:32].[H-:31].[Na+:30].[O:33]=[CH:34][N:35]([CH3:36])[CH3:37]>>[CH2:1]([CH3:2])[O:3][C:4]([CH2:5][CH:6]1[c:7]2[c:8]([cH:12][c:13]([O:17][c:20]3[n:21][cH:22][c:23]([C:26](=[O:27])[O:28][CH3:29])[n:24][cH:25]3)[cH:14][c:15]2[CH3:16])[B:9]([OH:11])[O:10]1)=[O:18]. The reactants are CC(C)(C#C)O (2-methyl-3-butin-2-ol), CC(C#C)(CCCC(CCCC(CCCC(C)C)C)C)O (3,7,11,15-tetramethyl-1-hexadecin-3-ol), [OH-].[K+] (KOH). Run at time 5 minute. Yields the product CC(CCCC(C)=O)CCCC(CCCC(C)C)C (6,10,14-trimethyl-2-pentadecanon). Isolated yield 95.3%. As a reaction SMILES: CC(O)(C#C)C.[CH3:7][C:8]([OH:27])([CH2:11][CH2:12][CH2:13][CH:14]([CH3:26])[CH2:15][CH2:16][CH2:17][CH:18]([CH3:25])[CH2:19][CH2:20][CH2:21][CH:22]([CH3:24])[CH3:23])C#C.[OH-].[K+]>>[CH3:26][CH:14]([CH2:15][CH2:16][CH2:17][CH:18]([CH3:25])[CH2:19][CH2:20][CH2:21][CH:22]([CH3:24])[CH3:23])[CH2:13][CH2:12][CH2:11][C:8](=[O:27])[CH3:7] |f:2.3|. Reported procedure: A 100 ml-four-necked flask equipped with a thermometer, a reflux condenser, and a stirrer was charged with 8.61 g (102) mmol 2-methyl-3-butin-2-ol (MBI) and 30.14 g (102 mmol) 3,7,11,15-tetramethyl-1-hexadecin-3-ol (DIP) stirred with 750 rpm and heated up to reflux temperature. After 5 min an internal temperature of 95° C. was reached, and 2 ml KOH (41.42% in H2O, 20.53 mmol) were added. The reaction was controlled by GC (samples were taken after 60 min, 155 min and 385 min). The ketones were se... Reactants: CO, Cc1cccc(-c2[nH]c(Cc3ccc(Cl)c([N+](=O)[O-])c3)nc2-c2ccc3ncccc3c2)n1, Cl[Sn]Cl. Product: Cc1cccc(-c2[nH]c(Cc3ccc(Cl)c(N)c3)nc2-c2ccc3ncccc3c2)n1. Reaction SMILES: [CH3:37][OH:38].[Cl:1][c:2]1[c:3]([N+:31]([O-:32])=[O:33])[cH:4][c:5]([CH2:6][c:7]2[nH:8][c:9](-[c:22]3[n:23][c:24]([CH3:28])[cH:25][cH:26][cH:27]3)[c:10](-[c:12]3[cH:13][c:14]4[cH:15][cH:16][cH:17][n:18][c:19]4[cH:20][cH:21]3)[n:11]2)[cH:29][cH:30]1.[Sn:34]([Cl:35])[Cl:36]>>[Cl:1][c:2]1[c:3]([NH2:31])[cH:4][c:5]([CH2:6][c:7]2[nH:8][c:9](-[c:22]3[n:23][c:24]([CH3:28])[cH:25][cH:26][cH:27]3)[c:10](-[c:12]3[cH:13][c:14]4[cH:15][cH:16][cH:17][n:18][c:19]4[cH:20][cH:21]3)[n:11]2)[cH:29][cH:30]1. The reactants are Cl.Cl.Cl.NC1=C(C=C2CCCC2=C1)OCC=1N=CC(=NC1)C(=O)OCC (ethyl 5-{[(6-amino-2,3-dihydro-1H-inden-5-yl)oxy]methyl}pyrazine-2-carboxylate trihydrochloride), CC=1N=C(SC1)S(=O)(=O)Cl.COC(C)(C)C (4-methyl-1,3-thiazole-2-sulfonyl chloride tert-butyl methyl ether). The solvent is N1=CC=CC=C1 (pyridine). Run at time 8 hour. Yields the product CC=1N=C(SC1)S(=O)(=O)NC1=C(C=C2CCCC2=C1)OCC=1N=CC(=NC1)C(=O)OCC (ethyl 5-{[(6-{[(4-methyl-1,3-thiazol-2-yl)sulfonyl]amino}-2,3-dihydro-1H-inden-5-yl)oxy]methyl}pyrazine-2-carboxylate). As a reaction SMILES: Cl.Cl.Cl.[NH2:4][C:5]1[CH:13]=[C:12]2[C:8]([CH2:9][CH2:10][CH2:11]2)=[CH:7][C:6]=1[O:14][CH2:15][C:16]1[N:17]=[CH:18][C:19]([C:22]([O:24][CH2:25][CH3:26])=[O:23])=[N:20][CH:21]=1.[CH3:27][C:28]1[N:29]=[C:30]([S:33](Cl)(=[O:35])=[O:34])[S:31][CH:32]=1.COC(C)(C)C>N1C=CC=CC=1>[CH3:27][C:28]1[N:29]=[C:30]([S:33]([NH:4][C:5]2[CH:13]=[C:12]3[C:8]([CH2:9][CH2:10][CH2:11]3)=[CH:7][C:6]=2[O:14][CH2:15][C:16]2[N:17]=[CH:18][C:19]([C:22]([O:24][CH2:25][CH3:26])=[O:23])=[N:20][CH:21]=2)(=[O:35])=[O:34])[S:31][CH:32]=1 |f:0.1.2.3,4.5|. Procedure details: To 712 mg of ethyl 5-{[(6-amino-2,3-dihydro-1H-inden-5-yl)oxy]methyl}pyrazine-2-carboxylate trihydrochloride were added 35.6 mL of pyridine and 35.0 mL of a 0.21 M 4-methyl-1,3-thiazole-2-sulfonyl chloride/tert-butyl methyl ether solution, followed by stirring overnight at room temperature. The reaction liquid was concentrated under reduced pressure, and to the obtained residue was added a 5% w/v aqueous citric acid solution, followed by extraction with ethyl acetate. The organic layer was washe... RXN SMILES: [Br:4][CH:5]([CH2:6][CH2:7][CH3:8])[c:9]1[cH:10][cH:11][c:12]([C:15]([F:16])([F:17])[F:18])[cH:13][cH:14]1.[CH3:19][CH2:20][O:21][CH2:22][CH3:23].[CH:24]([OH:25])([CH3:26])[CH3:27].[NH2:2][NH2:3].[OH2:1]>>[NH:2]([NH2:3])[CH:5]([CH2:6][CH2:7][CH3:8])[c:9]1[cH:10][cH:11][c:12]([C:15]([F:16])([F:17])[F:18])[cH:13][cH:14]1. Starting materials: CCCC(Br)c1ccc(C(F)(F)F)cc1, CCOCC, CC(C)O, NN, O. The product is CCCC(NN)c1ccc(C(F)(F)F)cc1. Starting materials: C1(CCCC1)C1(CC(CC(O1)=O)=O)CCC1=CC=C(C=C1)C=1C(=NOC1C)C (6-Cyclopentyl-6-{2-[4-(3,5-dimethyl-isoxazol-4-yl)-phenyl]-ethyl}-dihydro-pyran-2,4-dione), CC1=NC=2N(C(=C1)C)N=C(N2)C=O (5,7-Dimethyl-[1,2,4]triazolo[1,5-α]pyrimidine-2-carbaldehyde). Product: C1(CCCC1)C1(CC(=C(C(O1)=O)CC1=NN2C(N=C(C=C2C)C)=N1)O)CCC1=CC=C(C=C1)C=1C(=NOC1C)C (6-Cyclopentyl-6-{2-[4-(3,5-dimethyl-isoxazol-4-yl)-phenyl]-ethyl}-3-(5,7-dimethyl-[1,2,4]triazolo[1,5-a]pyrimidin-2-ylmethyl)-4-hydroxy-5,6-dihydro-pyran-2-one). RXN SMILES: [CH:1]1([C:6]2([CH2:14][CH2:15][C:16]3[CH:21]=[CH:20][C:19]([C:22]4[C:23]([CH3:28])=[N:24][O:25][C:26]=4[CH3:27])=[CH:18][CH:17]=3)[O:11][C:10](=[O:12])[CH2:9][C:8](=[O:13])[CH2:7]2)[CH2:5][CH2:4][CH2:3][CH2:2]1.[CH3:29][C:30]1[CH:35]=[C:34]([CH3:36])[N:33]2[N:37]=[C:38]([CH:40]=O)[N:39]=[C:32]2[N:31]=1>>[CH:1]1([C:6]2([CH2:14][CH2:15][C:16]3[CH:17]=[CH:18][C:19]([C:22]4[C:23]([CH3:28])=[N:24][O:25][C:26]=4[CH3:27])=[CH:20][CH:21]=3)[O:11][C:10](=[O:12])[C:9]([CH2:40][C:38]3[N:39]=[C:32]4[N:31]=[C:30]([CH3:29])[CH:35]=[C:34]([CH3:36])[N:33]4[N:37]=3)=[C:8]([OH:13])[CH2:7]2)[CH2:5][CH2:4][CH2:3][CH2:2]1. Procedure details: The title compound was prepared by coupling 6-Cyclopentyl-6-{2-[4-(3,5-dimethyl-isoxazol-4-yl)-phenyl]-ethyl}-dihydro-pyran-2,4-dione (Example A(18)) to 5,7-Dimethyl-[1,2,4]triazolo[1,5-α]pyrimidine-2-carbaldehyde using the Me2NHBH3 method described in the synthesis of Example B(31). Reactants: COC(=O)C=1C=2C=CC=NC2C=C(C1N)Br (6-amino-7-bromo-quinoline-5-carboxylic acid methyl ester), C(=O)([O-])[O-].[K+].[K+] (K2CO3), tetrakis(triphenylphsophine)palladium, CB1OB(OB(O1)C)C (trimethylboroxine). Solvent: O1CCOCC1 (dioxane). Reaction conditions: temperature 180 celsius, time 10 minute. The product is COC(=O)C=1C=2C=CC=NC2C=C(C1N)C (6-amino-7-methyl-quinoline-5-carboxylic acid methyl ester). Isolated yield 44.9%. RXN SMILES: [CH3:1][O:2][C:3]([C:5]1[C:6]2[CH:7]=[CH:8][CH:9]=[N:10][C:11]=2[CH:12]=[C:13](Br)[C:14]=1[NH2:15])=[O:4].[C:17]([O-])([O-])=O.[K+].[K+].CB1OB(C)OB(C)O1>O1CCOCC1>[CH3:1][O:2][C:3]([C:5]1[C:6]2[CH:7]=[CH:8][CH:9]=[N:10][C:11]=2[CH:12]=[C:13]([CH3:17])[C:14]=1[NH2:15])=[O:4] |f:1.2.3|. Procedure: To 1.59 g (5.66 mmol) of 6-amino-7-bromo-quinoline-5-carboxylic acid methyl ester in 30 mL of dioxane under an atmosphere of argon is added 2.35 g (17.0 mmol) of K2CO3, 323 mg (0.28 mmol) of tetrakis(triphenylphsophine)palladium and 710 mg (5.66 mmol) of trimethylboroxine. The reaction mixture is stirred in a microwave oven at 180° C. for 10 minutes. After filtration over Celite and concentration in vacuo, the residue is purified by flash chromatography (SiO2, ethyl acetate) y to afford 550 mg o... Reactants: CN1N=C(C=C1SC)C(C(CCC(=O)C=1SC(=CN1)COC1OCCCC1)=O)CC1CCOCC1 (5-[1-methyl-5-(methylsulfanyl)-1H-pyrazol-3-yl]-6-(tetrahydro-2H-pyran-4-yl)-1-{5-[(tetrahydro-2H-pyran-2-yloxy)methyl]-1,3-thiazol-2-yl}hexane-1,4-dione), C(C)(=O)[O-].[NH4+] (ammonium acetate), [OH-].[Na+] (sodium hydroxide). The solvent is C(C)(=O)O (acetic acid). Run at temperature 100 celsius, time 1 hour. The product is CN1N=C(C=C1SC)C(CC1CCOCC1)C1=CC=C(N1)C=1SC(=CN1)CO ([2-(5-{1-[1-methyl-5-(methylsulfanyl)-1H-pyrazol-3-yl]-2-(tetrahydro-2H-pyran-4-yl)ethyl}-1H-pyrrol-2-yl)-1,3-thiazol-5-yl]methanol). Isolated yield 76.7%. Reaction SMILES: [CH3:1][N:2]1[C:6]([S:7][CH3:8])=[CH:5][C:4]([CH:9]([CH2:29][CH:30]2[CH2:35][CH2:34][O:33][CH2:32][CH2:31]2)[C:10](=O)[CH2:11][CH2:12][C:13]([C:15]2[S:16][C:17]([CH2:20][O:21]C3CCCCO3)=[CH:18][N:19]=2)=O)=[N:3]1.C([O-])(=O)C.[NH4+:40].[OH-].[Na+]>C(O)(=O)C>[CH3:1][N:2]1[C:6]([S:7][CH3:8])=[CH:5][C:4]([CH:9]([C:10]2[NH:40][C:13]([C:15]3[S:16][C:17]([CH2:20][OH:21])=[CH:18][N:19]=3)=[CH:12][CH:11]=2)[CH2:29][CH:30]2[CH2:35][CH2:34][O:33][CH2:32][CH2:31]2)=[N:3]1 |f:1.2,3.4|. Reported procedure: A mixture of 5-[1-methyl-5-(methylsulfanyl)-1H-pyrazol-3-yl]-6-(tetrahydro-2H-pyran-4-yl)-1-{5-[(tetrahydro-2H-pyran-2-yloxy)methyl]-1,3-thiazol-2-yl}hexane-1,4-dione (0.65 g), ammonium acetate (0.46 g) and acetic acid (6 mL) was stirred at 100° C. for 1 hr. The reaction mixture was neutralized with 8N aqueous sodium hydroxide solution, and the mixture was extracted with ethyl acetate. The ethyl acetate layer was washed with saturated brine, dried (MgSO4), and concentrated. The residue was subje... Reactants: COCOC1=C(C=C(C=CC(=O)OC)C=C1)[N+](=O)[O-] (methyl 4-methoxymethoxy-3-nitrocinnamate), CO (methanol), resultant mixture, O (water). Run in C1(=CC=CC=C1)C (toluene), [H-].C(C(C)C)[Al+]CC(C)C (diisobutyl aluminum hydride), [H-].C(C(C)C)[Al+]CC(C)C (diisobutyl aluminum hydride). Conditions: temperature -78 celsius, time 30 minute. The product is COCOC1=C(C=C(C=CCO)C=C1)[N+](=O)[O-] (4-methoxymethoxy-3-nitrocinnamyl alcohol). The yield is 88.1%. RXN SMILES: [CH3:1][O:2][CH2:3][O:4][C:5]1[CH:16]=[CH:15][C:8]([CH:9]=[CH:10][C:11](OC)=[O:12])=[CH:7][C:6]=1[N+:17]([O-:19])=[O:18].CO.O>C1(C)C=CC=CC=1.[H-].C([Al+]CC(C)C)C(C)C>[CH3:1][O:2][CH2:3][O:4][C:5]1[CH:16]=[CH:15][C:8]([CH:9]=[CH:10][CH2:11][OH:12])=[CH:7][C:6]=1[N+:17]([O-:19])=[O:18] |f:4.5|. Procedure: Under a current of argon, a solution of 710 mg of methyl 4-methoxymethoxy-3-nitrocinnamate in 6 ml of toluene and 4.4 ml of diisobutyl aluminum hydride (1.5M toluene solution) added thereto at -78° C. were stirred for 30 minutes. The produced reaction solution was combined with methanol at -78° C. to effect decomposition of excess diisobutyl aluminum hydride and then the resultant mixture and water added thereto at 0° C. were stirred for a while. Subsequently, the mixture was filtered with sella... The reactants are CO, O=[N+]([O-])c1cc(F)cc2c1OCCO2, [H][H]. The product is Nc1cc(F)cc2c1OCCO2. Reaction SMILES: [CH3:17][OH:18].[F:1][c:2]1[cH:3][c:4]([N+:12]([O-:13])=[O:14])[c:5]2[c:6]([cH:11]1)[O:7][CH2:8][CH2:9][O:10]2.[H:15][H:16]>>[F:1][c:2]1[cH:3][c:4]([NH2:12])[c:5]2[c:6]([cH:11]1)[O:7][CH2:8][CH2:9][O:10]2.